Dataset: the Open Reaction Database (ORD), a public repository of structured organic reaction records. Task: describe an organic reaction: reactants, conditions, products, and yield Reactants: NC1=NC(=C(C(=N1)C=1OC=CC1)C#N)S(=O)C (2-amino-4-furan-2-yl-6-methanesulfinyl-pyrimidine-5-carbonitrile), FC(C=1C=CC(=NC1)CN)(F)F (C-(5-trifluoromethyl-pyridin-2-yl)-methylamine). The solvent is COCCOC (DME). Product: NC1=NC(=C(C(=N1)C=1OC=CC1)C#N)NCC1=NC=C(C=C1)C(F)(F)F (2-Amino-4-furan-2-yl-6-[(5-trifluoromethyl-pyridin-2-yl-methyl)-amino]-pyrimidine-5-carbonitrile). RXN SMILES: [NH2:1][C:2]1[N:7]=[C:6]([C:8]2[O:9][CH:10]=[CH:11][CH:12]=2)[C:5]([C:13]#[N:14])=[C:4](S(C)=O)[N:3]=1.[F:18][C:19]([F:29])([F:28])[C:20]1[CH:21]=[CH:22][C:23]([CH2:26][NH2:27])=[N:24][CH:25]=1>COCCOC>[NH2:1][C:2]1[N:7]=[C:6]([C:8]2[O:9][CH:10]=[CH:11][CH:12]=2)[C:5]([C:13]#[N:14])=[C:4]([NH:27][CH2:26][C:23]2[CH:22]=[CH:21][C:20]([C:19]([F:29])([F:18])[F:28])=[CH:25][N:24]=2)[N:3]=1. Procedure: From 2-amino-4-furan-2-yl-6-methanesulfinyl-pyrimidine-5-carbonitrile and C-(5-trifluoromethyl-pyridin-2-yl)-methylamine in DME. ES-MS m/e (%): 361 (M+H+, 100). The reactants are OCCC1C(C1)C1CCN(CC1)C(=O)OC(C)(C)C (rac-tert-butyl 4-[2-(2-hydroxyethyl)cyclopropyl]piperidine-1-carboxylate), FC=1C=C(C=CC1C=1OC(=NN1)C)O (3-fluoro-4-(5-methyl-1,3,4-oxadiazol-2-yl)phenol). The product is FC=1C=C(OCC[C@@H]2[C@@H](C2)C2CCN(CC2)C(=O)OC(C)(C)C)C=CC1C=1OC(=NN1)C (rac-cis-tert-Butyl 4-(2-{2-[3-fluoro-4-(5-methyl-1,3,4-oxadiazol-2-yl)phenoxy]ethyl}cyclopropyl)piperidine-1-carboxylate). As a reaction SMILES: [OH:1][CH2:2][CH2:3][CH:4]1[CH2:6][CH:5]1[CH:7]1[CH2:12][CH2:11][N:10]([C:13]([O:15][C:16]([CH3:19])([CH3:18])[CH3:17])=[O:14])[CH2:9][CH2:8]1.[F:20][C:21]1[CH:22]=[C:23](O)[CH:24]=[CH:25][C:26]=1[C:27]1[O:28][C:29]([CH3:32])=[N:30][N:31]=1>>[F:20][C:21]1[CH:22]=[C:23]([CH:24]=[CH:25][C:26]=1[C:27]1[O:28][C:29]([CH3:32])=[N:30][N:31]=1)[O:1][CH2:2][CH2:3][C@H:4]1[CH2:6][C@H:5]1[CH:7]1[CH2:12][CH2:11][N:10]([C:13]([O:15][C:16]([CH3:19])([CH3:18])[CH3:17])=[O:14])[CH2:9][CH2:8]1. Procedure details: The title compound was synthesized using rac-tert-butyl 4-[2-(2-hydroxyethyl)cyclopropyl]piperidine-1-carboxylate from Example 1 and 3-fluoro-4-(5-methyl-1,3,4-oxadiazol-2-yl)phenol through a Mitsunobu reaction by a procedure analogous to that procedure reported for Example 6, step 3. The reactants are COC=1C(=C(N=NC1)C1=CC=NN1C1=CC=CC=C1)O (5-methoxy-3-(1-phenyl-1H-pyrazol-5-yl)pyridazin-4-ol), [H-].[Na+] (sodium hydride), CO (methanol), BrCC1CC1 ((bromomethyl)cyclopropane). Solvent: CN(C=O)C (dimethylformamide). Product: C1(CC1)CN1N=C(C(C(=C1)OC)=O)C1=CC=NN1C1=CC=CC=C1 (1-(cyclopropylmethyl)-5-methoxy-3-(1-phenyl-1H-pyrazol-5-yl)pyridazin-4(1H)-one). As a reaction SMILES: [CH3:1][O:2][C:3]1[C:4]([OH:20])=[C:5]([C:9]2[N:13]([C:14]3[CH:19]=[CH:18][CH:17]=[CH:16][CH:15]=3)[N:12]=[CH:11][CH:10]=2)[N:6]=[N:7][CH:8]=1.[H-].[Na+].Br[CH2:24][CH:25]1[CH2:27][CH2:26]1.CO>CN(C)C=O>[CH:25]1([CH2:24][N:7]2[CH:8]=[C:3]([O:2][CH3:1])[C:4](=[O:20])[C:5]([C:9]3[N:13]([C:14]4[CH:19]=[CH:18][CH:17]=[CH:16][CH:15]=4)[N:12]=[CH:11][CH:10]=3)=[N:6]2)[CH2:27][CH2:26]1 |f:1.2|. Reported procedure: Under an argon atmosphere, to a solution of 5-methoxy-3-(1-phenyl-1H-pyrazol-5-yl)pyridazin-4-ol (2.0 g) in dimethylformamide (40 mL) was added 60% sodium hydride (596 mg) with stirring under ice-cooling, and the mixture was stirred at the same temperature for 1.5 hr. Then, (bromomethyl)cyclopropane (1.085 mL) was added, and the mixture was stirred at room temperature for 16 hr. To the reaction mixture was added methanol, and the mixture was concentrated under reduced pressure to dryness. The re... Starting materials: FC1=CC=C(C=C1)C(CCCCCC(=O)O)C1=C(C(=C(C(=C1O)C)C)C=O)C (7-(4-fluorophenyl)-7-(3-formyl-6-hydroxy-2,4,5-trimethylphenyl)heptanoic acid), [BH4-].[Na+] (sodium borohydride), CC(=O)C (Acetone). Run in O1CCCC1 (tetrahydrofuran). Reaction conditions: time 2 hour. The product is FC1=CC=C(C=C1)C(CCCCCC(=O)O)C1=C(C(=C(C(=C1O)C)C)CO)C (7-(4-fluorophenyl)-7-(6-hydroxy-3-hydroxymethyl-2,4,5-trimethylphenyl)heptanoic acid). The yield is 40.9%. RXN SMILES: [F:1][C:2]1[CH:7]=[CH:6][C:5]([CH:8]([C:17]2[C:22]([OH:23])=[C:21]([CH3:24])[C:20]([CH3:25])=[C:19]([CH:26]=[O:27])[C:18]=2[CH3:28])[CH2:9][CH2:10][CH2:11][CH2:12][CH2:13][C:14]([OH:16])=[O:15])=[CH:4][CH:3]=1.[BH4-].[Na+].CC(C)=O>O1CCCC1>[F:1][C:2]1[CH:3]=[CH:4][C:5]([CH:8]([C:17]2[C:22]([OH:23])=[C:21]([CH3:24])[C:20]([CH3:25])=[C:19]([CH2:26][OH:27])[C:18]=2[CH3:28])[CH2:9][CH2:10][CH2:11][CH2:12][CH2:13][C:14]([OH:16])=[O:15])=[CH:6][CH:7]=1 |f:1.2|. Procedure: To a solution of 7-(4-fluorophenyl)-7-(3-formyl-6-hydroxy-2,4,5-trimethylphenyl)heptanoic acid (1.8 g) in tetrahydrofuran (30 ml) was added sodium borohydride (176 mg) at 0° C. and the mixture was stirred at room temperature for 2 hours. Acetone was added and the solvent was distilled off under reduced pressure. Water and ethyl acetate were added and the organic layer was separated. The organic layer was washed with water and saturated saline and dried with anhydrous magnesium sulfate. The solve... The reactants are CC(C)(C)OC(=O)N1CCC(=O)CC1, C1CCCCC1, COC(OC)N(C)C, CN(C)C=O. Product: CN(C)C=C1CN(C(=O)OC(C)(C)C)CCC1=O. RXN SMILES: [C:1]([CH3:2])([CH3:3])([CH3:4])[O:5][C:6](=[O:7])[N:8]1[CH2:9][CH2:10][C:11](=[O:14])[CH2:12][CH2:13]1.[CH2:28]1[CH2:29][CH2:30][CH2:31][CH2:32][CH2:33]1.[CH3:15][O:16][CH:17]([N:18]([CH3:19])[CH3:20])[O:21][CH3:22].[CH3:23][N:24]([CH3:25])[CH:26]=[O:27]>>[C:1]([CH3:2])([CH3:3])([CH3:4])[O:5][C:6](=[O:7])[N:8]1[CH2:9][CH2:10][C:11](=[O:14])[C:12](=[CH:17][N:18]([CH3:19])[CH3:20])[CH2:13]1. Reactants: [Al+3], CN(C)C(=O)C1CC1(c1ccccc1)c1cccc(Cl)c1, [H-], [H-], [H-], [H-], [Li+], [Na+], [OH-]. Yields the product CN(C)CC1CC1(c1ccccc1)c1cccc(Cl)c1. Reaction SMILES: [Al+3:2].[CH3:7][N:8]([C:9](=[O:10])[CH:11]1[C:12]([c:14]2[cH:15][cH:16][cH:17][cH:18][cH:19]2)([c:20]2[cH:21][c:22]([Cl:26])[cH:23][cH:24][cH:25]2)[CH2:13]1)[CH3:27].[H-:1].[H-:4].[H-:5].[H-:6].[Li+:3].[Na+:29].[OH-:28]>>[CH3:7][N:8]([CH2:9][CH:11]1[C:12]([c:14]2[cH:15][cH:16][cH:17][cH:18][cH:19]2)([c:20]2[cH:21][c:22]([Cl:26])[cH:23][cH:24][cH:25]2)[CH2:13]1)[CH3:27]. Yields the product C(C1=CC=CC=C1)OC1=CC=C(C=C1)C1=NSC(=N1)CBr (3-(4-Benzyloxyphenyl)-5-bromomethyl-[1,2,4]thiadiazole). Yield: 70.0%. The solvent is C1(=CC=CC=C1)C (toluene). Reaction conditions: temperature 120 celsius. RXN SMILES: [CH2:1]([O:8][C:9]1[CH:14]=[CH:13][C:12]([C:15]2[N:19]=[C:18]([CH2:20]O)[S:17][N:16]=2)=[CH:11][CH:10]=1)[C:2]1[CH:7]=[CH:6][CH:5]=[CH:4][CH:3]=1.P(Br)(Br)[Br:23].O>C1(C)C=CC=CC=1>[CH2:1]([O:8][C:9]1[CH:14]=[CH:13][C:12]([C:15]2[N:19]=[C:18]([CH2:20][Br:23])[S:17][N:16]=2)=[CH:11][CH:10]=1)[C:2]1[CH:7]=[CH:6][CH:5]=[CH:4][CH:3]=1. Reactants: C(C1=CC=CC=C1)OC1=CC=C(C=C1)C1=NSC(=N1)CO ([3-(4-benzyloxyphenyl)-[1,2,4]thiadiazol-5-yl]-methanol), P(Br)(Br)Br (PBr3), O (water). Procedure: To a solution of [3-(4-benzyloxyphenyl)-[1,2,4]thiadiazol-5-yl]-methanol (0.052 g, 0.17 mmol) in toluene (5 ml) was added PBr3 (0.027 ml, 0.26 mmol) and the resulting reaction mixture was refluxed at 120° C. for 15 min. After the completion of the reaction (TLC monitoring), the reaction mixture was cooled to 0° C., added water (50 ml) and extracted with ethyl acetate (3×50 ml). The combined organics was washed with saturated NaHCO3 solution, dried over Na2SO4, filtered and concentrated under vac...